Task: describe an organic reaction: reactants, conditions, products, and yield. Dataset: the Open Reaction Database (ORD), a public repository of structured organic reaction records The reactants are ClCC1C(N=CO1)C(=O)N (5-(Chloromethyl)-4,5-dihydro-4-oxazolecarboxamide). The solvent is Cl (hydrochloric acid). Reaction conditions: temperature 50 celsius. Product: Cl.ClCC(C(N)C(=O)N)O (4-Chloro-DL-threoninamide, hydrochloride). Reaction SMILES: [Cl:1][CH2:2][CH:3]1[O:7]C=[N:5][CH:4]1[C:8]([NH2:10])=[O:9]>Cl>[ClH:1].[Cl:1][CH2:2][CH:3]([OH:7])[CH:4]([C:8]([NH2:10])=[O:9])[NH2:5] |f:2.3|. Procedure: 5-(Chloromethyl)-4,5-dihydro-4-oxazolecarboxamide was dissolved in 1500 ml of 2N hydrochloric acid and warmed to 50° C. for 2 hours. The hydrochloric acid was removed in vacuo and the residue was triturated with isopropanol to yield the title compound as brownish crystals; yield 133.9 g.